This data is from the Open Reaction Database (ORD), a public repository of structured organic reaction records. The task is: describe an organic reaction: reactants, conditions, products, and yield RXN SMILES: [Br:1][c:2]1[cH:3][cH:4][c:5](-[n:8]2[n:9][c:10]3[c:11]([C:18](=[O:19])[NH2:20])[cH:12][c:13]([F:17])[cH:14][c:15]3[cH:16]2)[cH:6][cH:7]1.[C:30](=[O:31])([O-:32])[O-:33].[Cl:36][CH2:37][Cl:38].[Na+:34].[Na+:35].[O:39]=[CH:40][N:41]([CH3:42])[CH3:43].[O:46]=[C:47]([CH:48]=[CH:49][c:50]1[cH:51][cH:52][cH:53][cH:54][cH:55]1)[CH:56]=[CH:57][c:58]1[cH:59][cH:60][cH:61][cH:62][cH:63]1.[O:64]=[C:65]([CH:66]=[CH:67][c:68]1[cH:69][cH:70][cH:71][cH:72][cH:73]1)[CH:74]=[CH:75][c:76]1[cH:77][cH:78][cH:79][cH:80][cH:81]1.[O:82]=[C:83]([CH:84]=[CH:85][c:86]1[cH:87][cH:88][cH:89][cH:90][cH:91]1)[CH:92]=[CH:93][c:94]1[cH:95][cH:96][cH:97][cH:98][cH:99]1.[Pd:44].[Pd:45].[n:21]1[cH:22][c:23]([B:27]([OH:28])[OH:29])[cH:24][cH:25][cH:26]1>>[c:2]1(-[c:23]2[cH:22][n:21][cH:26][cH:25][cH:24]2)[cH:3][cH:4][c:5](-[n:8]2[n:9][c:10]3[c:11]([C:18](=[O:19])[NH2:20])[cH:12][c:13]([F:17])[cH:14][c:15]3[cH:16]2)[cH:6][cH:7]1. Yields the product NC(=O)c1cc(F)cc2cn(-c3ccc(-c4cccnc4)cc3)nc12. Starting materials: NC(=O)c1cc(F)cc2cn(-c3ccc(Br)cc3)nc12, O=C([O-])[O-], ClCCl, [Na+], [Na+], CN(C)C=O, O=C(C=Cc1ccccc1)C=Cc1ccccc1, O=C(C=Cc1ccccc1)C=Cc1ccccc1, O=C(C=Cc1ccccc1)C=Cc1ccccc1, [Pd], [Pd], OB(O)c1cccnc1.